From a dataset of the Open Reaction Database (ORD), a public repository of structured organic reaction records. describe an organic reaction: reactants, conditions, products, and yield Starting materials: C1(=CC=CC=C1)C(CC#C)O (1-phenyl-3-butyn-1-ol), BrC1=CC2=C(N(C=C(C2=O)C(=O)NCC2=CC=C(C=C2)Cl)C)O1 (2-Bromo-N-(4-chlorobenzyl)-7-methyl-4-oxo-4,7-dihydrofuro[2,3-b]pyridine-5-carboxamide). The reagents and catalysts are [Cu]I (CuI), Cl[Pd]([P](C1=CC=CC=C1)(C2=CC=CC=C2)C3=CC=CC=C3)([P](C4=CC=CC=C4)(C5=CC=CC=C5)C6=CC=CC=C6)Cl (Pd(PPh3)2Cl2). Run in C(C)N(CC)CC (triethylamine), CN(C)C=O (DMF). Run at time 20 minute. Product: ClC1=CC=C(CNC(=O)C=2C(C3=C(N(C2)C)OC(=C3)C#CCC(C3=CC=CC=C3)O)=O)C=C1 (N-(4-Chlorobenzyl)-2-(4-hydroxy-4-phenylbut-1-ynyl)-7-methyl-4-oxo-4,7-dihydrofuro[2,3-b]pyridine-5-carboxamide). As a reaction SMILES: Br[C:2]1[O:23][C:5]2[N:6]([CH3:22])[CH:7]=[C:8]([C:11]([NH:13][CH2:14][C:15]3[CH:20]=[CH:19][C:18]([Cl:21])=[CH:17][CH:16]=3)=[O:12])[C:9](=[O:10])[C:4]=2[CH:3]=1.[C:24]1([CH:30]([OH:34])[CH2:31][C:32]#[CH:33])[CH:29]=[CH:28][CH:27]=[CH:26][CH:25]=1>C(N(CC)CC)C.CN(C=O)C.[Cu]I.Cl[Pd](Cl)([P](C1C=CC=CC=1)(C1C=CC=CC=1)C1C=CC=CC=1)[P](C1C=CC=CC=1)(C1C=CC=CC=1)C1C=CC=CC=1>[Cl:21][C:18]1[CH:19]=[CH:20][C:15]([CH2:14][NH:13][C:11]([C:8]2[C:9](=[O:10])[C:4]3[CH:3]=[C:2]([C:33]#[C:32][CH2:31][CH:30]([OH:34])[C:24]4[CH:29]=[CH:28][CH:27]=[CH:26][CH:25]=4)[O:23][C:5]=3[N:6]([CH3:22])[CH:7]=2)=[O:12])=[CH:16][CH:17]=1 |^1:51,70|. Reported procedure: 2-Bromo-N-(4-chlorobenzyl)-7-methyl-4-oxo-4,7-dlhydrofuro[2,3-b]-pyridine-5-carboxamide (Example 79, 0.593 g) was suspended in a mixture of triethylamine (15 mL) and DMF (3 mL). CuI (0.029 g), Pd(PPh3)2Cl2 (0.105 g), and then 1-phenyl-3-butyn-1-ol (0.36 mL) were added. The reaction mixture was stirred at room temperature for 20 min and then was partitioned between CH2Cl2 (50 mL) and water (50 mL). The aqueous layer was separated and extracted with CH2Cl2 (3×50 mL). The combined organic layers we...